This data is from the Open Reaction Database (ORD), a public repository of structured organic reaction records. The task is: describe an organic reaction: reactants, conditions, products, and yield Starting materials: Br, OC(c1ccccc1)(c1ccccc1)C1CC1, O. Product: BrCCC=C(c1ccccc1)c1ccccc1. RXN SMILES: [BrH:18].[CH:1]1([C:4]([OH:5])([c:6]2[cH:7][cH:8][cH:9][cH:10][cH:11]2)[c:12]2[cH:13][cH:14][cH:15][cH:16][cH:17]2)[CH2:2][CH2:3]1.[OH2:19]>>[CH:1]([CH2:2][CH2:3][Br:18])=[C:4]([c:6]1[cH:7][cH:8][cH:9][cH:10][cH:11]1)[c:12]1[cH:13][cH:14][cH:15][cH:16][cH:17]1. Reactants: O (water), ClC1=C(C=C2CC(C(C2=C1Cl)=O)(C)C1CCCC1)O ((+) 6,7-dichloro-2-cyclopentyl-5-hydroxy-2-methyl-2,3-dihydro-1H-inden-1-one), ClCC#N (chloroacetonitrile), C([O-])([O-])=O.[K+].[K+] (potassium carbonate). Solvent: CN(C=O)C (dimethylformamide). Reaction conditions: time 3 hour. Product: C1(CCCC1)C1(C(C2=C(C(=C(C=C2C1)OCC#N)Cl)Cl)=O)C ((+)[(2-Cyclopentyl-6,7-dichloro-2,3-dihydro-2-methyl-1-oxo-1H-inden-5-yl)oxy]acetonitrile). Yield: 102.1%. RXN SMILES: [Cl:1][C:2]1[C:10]([Cl:11])=[C:9]2[C:5]([CH2:6][C:7]([CH:14]3[CH2:18][CH2:17][CH2:16][CH2:15]3)([CH3:13])[C:8]2=[O:12])=[CH:4][C:3]=1[OH:19].Cl[CH2:21][C:22]#[N:23].C(=O)([O-])[O-].[K+].[K+].O>CN(C)C=O>[CH:14]1([C:7]2([CH3:13])[CH2:6][C:5]3[C:9](=[C:10]([Cl:11])[C:2]([Cl:1])=[C:3]([O:19][CH2:21][C:22]#[N:23])[CH:4]=3)[C:8]2=[O:12])[CH2:18][CH2:17][CH2:16][CH2:15]1 |f:2.3.4|. Procedure: A mixture of (+) 6,7-dichloro-2-cyclopentyl-5-hydroxy-2-methyl-2,3-dihydro-1H-inden-1-one (3.29 g, 11 mmole), chloroacetonitrile (1.25 g, 16.5 mmole), and potassium carbonate (3.04 g) in dimethylformamide (30 ml) was stirred at 60°-65° for three hours. The reaction mixture was poured into water and extracted with dichloromethane. The organic layer was washed with water, dried over magnesium sulfate, and concentrated in vacuo to give the title compound as an oil (3.8 g). The reactants are Cc1cc(O)cc(C)c1N, CN(C)C=O, CN(C(=O)OC(C)(C)C)c1cc(Cl)ccc1[N+](=O)[O-], [H-], [Na+]. The product is Cc1cc(Oc2ccc([N+](=O)[O-])c(N(C)C(=O)OC(C)(C)C)c2)cc(C)c1N. As a reaction SMILES: [CH3:1][c:2]1[cH:3][c:4]([OH:5])[cH:6][c:7]([CH3:8])[c:9]1[NH2:10].[CH3:32][N:33]([CH3:34])[CH:35]=[O:36].[Cl:11][c:12]1[cH:13][cH:14][c:15]([N+:27](=[O:28])[O-:29])[c:16]([N:18]([C:19]([O:20][C:21]([CH3:22])([CH3:23])[CH3:24])=[O:25])[CH3:26])[cH:17]1.[H-:30].[Na+:31]>>[CH3:1][c:2]1[cH:3][c:4]([O:5][c:12]2[cH:13][cH:14][c:15]([N+:27](=[O:28])[O-:29])[c:16]([N:18]([C:19]([O:20][C:21]([CH3:22])([CH3:23])[CH3:24])=[O:25])[CH3:26])[cH:17]2)[cH:6][c:7]([CH3:8])[c:9]1[NH2:10]. The reactants are CCOCC, O=Cc1ccc(Cl)cc1, [Na+], O=S([O-])O. The product is O=Cc1ccc(Cl)cc1, O=S([O-])O. As a reaction SMILES: [CH3:15][CH2:16][O:17][CH2:18][CH3:19].[Cl:1][c:2]1[cH:3][cH:4][c:5]([CH:6]=[O:7])[cH:8][cH:9]1.[Na+:14].[S:10]([O-:11])([OH:12])=[O:13]>>[Cl:1][c:2]1[cH:3][cH:4][c:5]([CH:6]=[O:7])[cH:8][cH:9]1.[S:10](=[O:11])([O-:12])[OH:13]. The reactants are CC(CN1CCN(CC1)C(CN1C(C2=CC=CC=C2C1=O)=O)C)CC (2-{2-[4-(2,3-dimethylpropyl)piperazin-1-yl]propyl}isoindole-1,3-dione), CCOC(=O)C (EtOAc), NN.O (H2NNH2.H2O), CCCCCC (hexane). Solvent: CCO (EtOH). Conditions: temperature 70 celsius. Yields the product CC1=C(C=CC=C1C)N1CCN(CC1)C(CN)C (2-[4-(2,3-dimethylphenyl)piperazin-1-yl]propylamine). Yield: 44.7%. Reaction SMILES: [CH3:1][CH:2]([CH2:24][CH3:25])[CH2:3][N:4]1[CH2:9][CH2:8][N:7]([CH:10]([CH3:23])[CH2:11][N:12]2C(=O)C3C(=CC=CC=3)C2=O)[CH2:6][CH2:5]1.NN.O.[CH3:29][CH2:30][CH2:31]CCC.CCOC(C)=O>CCO>[CH3:1][C:2]1[C:24]([CH3:25])=[CH:31][CH:30]=[CH:29][C:3]=1[N:4]1[CH2:5][CH2:6][N:7]([CH:10]([CH3:23])[CH2:11][NH2:12])[CH2:8][CH2:9]1 |f:1.2|. Procedure details: 2-{2-[4-(2,3-dimethylpropyl)piperazin-1-yl]propyl}isoindole-1,3-dione (3.0 g, 7.95 mmol) prepared in Reference 2 was dissolved in 50 ml EtOH, then H2NNH2.H2O (1.54 ml, 31.80 mmol) was added and stirred at about 70° C. The reaction progress and completion were confirmed using TLC (hexane: EtOAc=1:1). Upon completion of the reaction, while the temperature was kept at room temperature, the resulting solution was filtered to remove insolubles. The solvent was removed by distilling it under reduced p... Reactants: C1(=CC(=CC=C1)C1=NC(=NC(=N1)C=1C=C(C=CC1)C1=CC=CC=C1)Cl)C1=CC=CC=C1 (2,4-bisbiphenyl-3-yl-6-chloro-1,3,5-triazine), CC1(C2=CC=CC=C2C=2C1=CC=1NC3=CC=CC=C3C1C2)C (12,12-dimethyl-10,12-dihydro-10-azaindeno[2,1-b]-fluorene), [H-].[Na+] (NaH), oil. Solvent: C1CCOC1 (THF), CN(C=O)C (dimethylformamide). Reaction conditions: time 1 hour. The product is C1(=CC(=CC=C1)C1=NC(=NC(=N1)C=1C=C(C=CC1)C1=CC=CC=C1)N1C2=CC=CC=C2C=2C=C3C(=CC12)C(C1=CC=CC=C13)(C)C)C1=CC=CC=C1 (10-(4,6-Bisbiphenyl-3-yl-1,3,5-triazin-2-yl)-12,12-dimethyl-10,12-dihydro-10-azaindeno[2,1-b]fluorene). RXN SMILES: [CH3:1][C:2]1([CH3:22])[C:10]2=[CH:11][C:12]3[NH:13][C:14]4[C:19]([C:20]=3[CH:21]=[C:9]2[C:8]2[C:3]1=[CH:4][CH:5]=[CH:6][CH:7]=2)=[CH:18][CH:17]=[CH:16][CH:15]=4.[H-].[Na+].[C:25]1([C:50]2[CH:55]=[CH:54][CH:53]=[CH:52][CH:51]=2)[CH:30]=[CH:29][CH:28]=[C:27]([C:31]2[N:36]=[C:35]([C:37]3[CH:38]=[C:39]([C:43]4[CH:48]=[CH:47][CH:46]=[CH:45][CH:44]=4)[CH:40]=[CH:41][CH:42]=3)[N:34]=[C:33](Cl)[N:32]=2)[CH:26]=1>CN(C)C=O.C1COCC1>[C:39]1([C:43]2[CH:44]=[CH:45][CH:46]=[CH:47][CH:48]=2)[CH:40]=[CH:41][CH:42]=[C:37]([C:35]2[N:36]=[C:31]([C:27]3[CH:26]=[C:25]([C:50]4[CH:55]=[CH:54][CH:53]=[CH:52][CH:51]=4)[CH:30]=[CH:29][CH:28]=3)[N:32]=[C:33]([N:13]3[C:12]4[CH:11]=[C:10]5[C:2]([CH3:22])([CH3:1])[C:3]6[C:8]([C:9]5=[CH:21][C:20]=4[C:19]4[C:14]3=[CH:15][CH:16]=[CH:17][CH:18]=4)=[CH:7][CH:6]=[CH:5][CH:4]=6)[N:34]=2)[CH:38]=1 |f:1.2|. Procedure: 18.6 g (64.6 mmol) of 12,12-dimethyl-10,12-dihydro-10-azaindeno[2,1-b]-fluorene are dissolved in 400 ml of dimethylformamide under a protective-gas atmosphere, and 3.1 g of 60% NaH in mineral oil (77.5 mmol) are added. After 1 h at room temperature, a solution of 2,4-bisbiphenyl-3-yl-6-chloro-1,3,5-triazine (32.6 g, 64.6 mmol) in 100 ml of THF is added dropwise. The reaction mixture is stirred at room temperature for 12 h. After this time, the reaction mixture is poured onto ice and extracted th... Starting materials: C, COc1cc(C=CC(=O)NC2CCC(C)CC2)ccc1OCCN1CCOCC1, CO, [Pd]. Product: COc1cc(CCC(=O)NC2CCC(C)CC2)ccc1OCCN1CCOCC1. RXN SMILES: [C:30].[CH3:1][CH:2]1[CH2:3][CH2:4][CH:5]([NH:8][C:9]([CH:10]=[CH:11][c:12]2[cH:13][c:14]([O:27][CH3:28])[c:15]([O:18][CH2:19][CH2:20][N:21]3[CH2:22][CH2:23][O:24][CH2:25][CH2:26]3)[cH:16][cH:17]2)=[O:29])[CH2:6][CH2:7]1.[CH3:32][OH:33].[Pd:31]>>[CH3:1][CH:2]1[CH2:3][CH2:4][CH:5]([NH:8][C:9]([CH2:10][CH2:11][c:12]2[cH:13][c:14]([O:27][CH3:28])[c:15]([O:18][CH2:19][CH2:20][N:21]3[CH2:22][CH2:23][O:24][CH2:25][CH2:26]3)[cH:16][cH:17]2)=[O:29])[CH2:6][CH2:7]1. Starting materials: N1=CC=CC=C1 (Pyridine), ferrous chloride hexahydrate, Cl (hydrochloric acid), cuprous cyanide, ClC1=CC=CC=2C(=COC21)C2=CC=CC=C2 (7-chloro-3-phenylbenzofuran). Solvent: O (water). Reaction conditions: temperature 220 celsius, time 16 hour. The product is C(#N)C1=CC=CC=2C(=COC21)C2=CC=CC=C2 (7-cyano-3-phenylbenzofuran). Reaction SMILES: [N:1]1[CH:6]=[CH:5][CH:4]=[CH:3][CH:2]=1.ClC1[C:16]2[O:15][CH:14]=[C:13]([C:17]3[CH:22]=[CH:21][CH:20]=[CH:19][CH:18]=3)[C:12]=2C=CC=1.Cl>O>[C:6]([C:5]1[C:16]2[O:15][CH:14]=[C:13]([C:17]3[CH:22]=[CH:21][CH:20]=[CH:19][CH:18]=3)[C:12]=2[CH:2]=[CH:3][CH:4]=1)#[N:1]. Reported procedure: Pyridine (6.5 ml.), 10.3 g. (0.115 mole) of cuprous cyanide and 22.8 g. (0.1 mole) of 7-chloro-3-phenylbenzofuran (shown at column 14, line 30, of U.S. Pat. No. 3,862,134) are heated at 220° C. for about three hours, then at 150° to 190° C. for about 16 hours. The solution is added to 40 g. of ferrous chloride hexahydrate in 65 ml. of water and 15 ml. of concentrated hydrochloric acid. The resulting mixture is heated with stirring at 90° C. for about one hour, then filtered hot. The filtrate is ... The reactants are CCN(C(C)C)C(C)C, O=c1c(-n2ccnc2)c[nH]n1-c1cc(Cl)ncn1, Cl, Cl, FC1(F)CCNC1, C1CCOC1. Product: O=c1c(-n2ccnc2)c[nH]n1-c1cc(N2CCC(F)(F)C2)ncn1. Reaction SMILES: [CH2:28]([N:29]([CH:30]([CH3:31])[CH3:32])[CH:33]([CH3:34])[CH3:35])[CH3:36].[Cl:2][c:3]1[cH:4][c:5](-[n:9]2[nH:10][cH:11][c:12](-[n:15]3[cH:16][n:17][cH:18][cH:19]3)[c:13]2=[O:14])[n:6][cH:7][n:8]1.[ClH:1].[ClH:20].[F:21][C:22]1([F:27])[CH2:23][NH:24][CH2:25][CH2:26]1.[O:37]1[CH2:38][CH2:39][CH2:40][CH2:41]1>>[c:3]1([N:24]2[CH2:23][C:22]([F:21])([F:27])[CH2:26][CH2:25]2)[cH:4][c:5](-[n:9]2[nH:10][cH:11][c:12](-[n:15]3[cH:16][n:17][cH:18][cH:19]3)[c:13]2=[O:14])[n:6][cH:7][n:8]1. The reactants are C1CCOC1, CCCC(C)NC(=O)c1ccc(Cl)cc1. The product is CCCC(C)NCc1ccc(Cl)cc1. Reaction SMILES: [CH2:16]1[O:17][CH2:18][CH2:19][CH2:20]1.[CH3:1][CH:2]([CH2:3][CH2:4][CH3:5])[NH:6][C:7]([c:8]1[cH:9][cH:10][c:11]([Cl:14])[cH:12][cH:13]1)=[O:15]>>[CH3:1][CH:2]([CH2:3][CH2:4][CH3:5])[NH:6][CH2:7][c:8]1[cH:9][cH:10][c:11]([Cl:14])[cH:12][cH:13]1.